From a dataset of the Open Reaction Database (ORD), a public repository of structured organic reaction records. describe an organic reaction: reactants, conditions, products, and yield The reactants are [H][H] (hydrogen), ClC=1C(=CC(=C(C(=O)NCCN2CCC(CC2)N2C(NC3=C2C=CC=C3)=O)C1)OC)[N+](=O)[O-] (5-chloro-N-{2-[4-(2,3-dihydro-2-oxo-1H-benzimidazol-1-yl)-1-piperidinyl]ethyl}-2-methoxy-4-nitrobenzamide). The reagents and catalysts are [Ni] (Raney-nickel). Run in C(C)(=O)O (acetic acid). Product: NC1=CC(=C(C(=O)NCCN2CCC(CC2)N2C(NC3=C2C=CC=C3)=O)C=C1Cl)OC (4-amino-5-chloro-N-{2-[4-(2,3-dihydro-2-oxo-1H-benzimidazol-1-yl)-1-piperidinyl]ethyl}-2-methoxybenzamide). As a reaction SMILES: [Cl:1][C:2]1[C:3]([N+:31]([O-])=O)=[CH:4][C:5]([O:29][CH3:30])=[C:6]([CH:28]=1)[C:7]([NH:9][CH2:10][CH2:11][N:12]1[CH2:17][CH2:16][CH:15]([N:18]2[C:22]3[CH:23]=[CH:24][CH:25]=[CH:26][C:21]=3[NH:20][C:19]2=[O:27])[CH2:14][CH2:13]1)=[O:8].[H][H]>[Ni].C(O)(=O)C>[NH2:31][C:3]1[C:2]([Cl:1])=[CH:28][C:6]([C:7]([NH:9][CH2:10][CH2:11][N:12]2[CH2:13][CH2:14][CH:15]([N:18]3[C:22]4[CH:23]=[CH:24][CH:25]=[CH:26][C:21]=4[NH:20][C:19]3=[O:27])[CH2:16][CH2:17]2)=[O:8])=[C:5]([O:29][CH3:30])[CH:4]=1. Procedure: A mixture of 4.2 parts of 5-chloro-N-{2-[4-(2,3-dihydro-2-oxo-1H-benzimidazol-1-yl)-1-piperidinyl]ethyl}-2-methoxy-4-nitrobenzamide in 150 parts of acetic acid is hydrogenated at normal pressure and at room temperature with 1 part of Raney-nickel catalyst. After the calculated amount of hydrogen is taken up, the catalyst is filtered off and the filtrate is evaporated. Water is added to the residue and the whole is alkalized with a diluted sodium hydroxide solution. The precipitated product is fi... The reactants are [BH3-]C#N, CC(=O)O, CO, Cc1c(OC2CCCNC2)ccc2[nH]ncc12, [Na+], [Na+], [OH-]. Yields the product Cc1c(OC2CCCN(C)C2)ccc2[nH]ncc12. RXN SMILES: [C:22]([BH3-:23])#[N:24].[CH3:1][C:2](=[O:3])[OH:4].[CH3:28][OH:29].[CH3:5][c:6]1[c:7]2[cH:8][n:9][nH:10][c:11]2[cH:12][cH:13][c:14]1[O:15][CH:16]1[CH2:17][NH:18][CH2:19][CH2:20][CH2:21]1.[Na+:25].[Na+:27].[OH-:26]>>[CH3:1][N:18]1[CH2:17][CH:16]([O:15][c:14]2[c:6]([CH3:5])[c:7]3[cH:8][n:9][nH:10][c:11]3[cH:12][cH:13]2)[CH2:21][CH2:20][CH2:19]1. Reactants: O (water), C(C)(=O)NC=1SC(=CN1)Cl (2-acetamido-5-chlorothiazole), SC1=NC=CC=N1 (2-mercaptopyrimidine), C([O-])([O-])=O.[K+].[K+] (potassium carbonate). Run in CN(C=O)C (N,N-dimethylformamide). Conditions: temperature 150 celsius. Product: C(C)(=O)NC=1SC(=CN1)SC1=NC=CC=N1 (2-acetamido-5-(2-pyrimidinylthio)thiazole). Isolated yield 60.2%. Reaction SMILES: [C:1]([NH:4][C:5]1[S:6][C:7](Cl)=[CH:8][N:9]=1)(=[O:3])[CH3:2].[SH:11][C:12]1[N:17]=[CH:16][CH:15]=[CH:14][N:13]=1.C(=O)([O-])[O-].[K+].[K+].O>CN(C)C=O>[C:1]([NH:4][C:5]1[S:6][C:7]([S:11][C:12]2[N:17]=[CH:16][CH:15]=[CH:14][N:13]=2)=[CH:8][N:9]=1)(=[O:3])[CH3:2] |f:2.3.4|. Reported procedure: A mixture of 2-acetamido-5-chlorothiazole (14.3 g), 2-mercaptopyrimidine (10 g) and potassium carbonate anhydrous (22.4 g) in N,N-dimethylformamide (280 ml) was stirred at 150° C. an hour. The reaction mixture was poured into water with stirring under ice cooling. The mixture was extracted with ethyl acetate, washed with water and dried over magnesium sulfate. The organic layer was concentrated under reduced pressure to give solid. The solid was triturated with water, and the precipitates were c... Starting materials: CCOC(=O)C1CCC2(CCOCC2)N1C(C)=O, C1CCOC1, CO, Cl, [Li+], [OH-], O, O. The product is CC(=O)N1C(C(=O)O)CCC12CCOCC2. Reaction SMILES: [C:1]([CH3:2])(=[O:3])[N:4]1[CH:5]([C:14](=[O:15])[O:16][CH2:17][CH3:18])[CH2:6][CH2:7][C:8]12[CH2:9][CH2:10][O:11][CH2:12][CH2:13]2.[CH2:23]1[O:24][CH2:25][CH2:26][CH2:27]1.[CH3:29][OH:30].[ClH:22].[Li+:21].[OH-:20].[OH2:19].[OH2:28]>>[C:1]([CH3:2])(=[O:3])[N:4]1[CH:5]([C:14](=[O:15])[OH:16])[CH2:6][CH2:7][C:8]12[CH2:9][CH2:10][O:11][CH2:12][CH2:13]2. Starting materials: C(C)OC(CC(CCCC(CCC1=NC=2NCCCC2C=C1)=O)C=1C=NC(=NC1)C)=O (3-(2-Methyl-pyrimidin-5-yl)-7-oxo-9-(5,6,7,8-tetrahydro-[1,8]naphthyridin-2-yl)-nonanoic Acid Ethyl Ester), [OH-].[Na+] (NaOH). The solvent is CCO (EtOH). Run at time 2 hour. The product is CC1=NC=C(C=N1)C(CC(=O)O)CCCC(CCC1=NC=2NCCCC2C=C1)=O (3-(2-Methyl-pyrimidin-5-yl)-7-oxo-9-(5,6,7,8-tetrahydro-[1,8]naphthyridin-2-yl)-nonanoic Acid). RXN SMILES: C([O:3][C:4](=[O:31])[CH2:5][CH:6]([C:24]1[CH:25]=[N:26][C:27]([CH3:30])=[N:28][CH:29]=1)[CH2:7][CH2:8][CH2:9][C:10](=[O:23])[CH2:11][CH2:12][C:13]1[CH:22]=[CH:21][C:20]2[CH2:19][CH2:18][CH2:17][NH:16][C:15]=2[N:14]=1)C.[OH-].[Na+]>CCO>[CH3:30][C:27]1[N:28]=[CH:29][C:24]([CH:6]([CH2:7][CH2:8][CH2:9][C:10](=[O:23])[CH2:11][CH2:12][C:13]2[CH:22]=[CH:21][C:20]3[CH2:19][CH2:18][CH2:17][NH:16][C:15]=3[N:14]=2)[CH2:5][C:4]([OH:31])=[O:3])=[CH:25][N:26]=1 |f:1.2|. Procedure: To a solution of 2-12 (77 mg, 0.18 mmol) in EtOH (2 mL) was added 1N NaOH (272 μl, 0.27 mmol). After stirring for 2 h, the solvents were evaporated and the residue was chromatographed (silica gel, 25:10:1:1 to 15:10:1:1 EtOAc/EtOH/H2O/NH4OH) to give 2-13 as a white solid. Reported procedure: At room temperature, trifluoroacetic acid (1.4 mL) was added to a solution of the above-obtained 4-[5-(4-ethoxy-2-pyridyl)-1-(6-methoxy-3-pyridyl)pyrazole-3-carbonyl]piperazine-1-carboxylic acid tert-butyl ester (0.135 g) in methylene chloride (2.7 mL), and the mixture was stirred for 30 minutes. The solvent was removed under reduced pressure, and the residue was dissolved in ethanol (2.7 mL). To the mixture were added 35% aqueous formalin solution (0.114 g), acetic acid (0.076 mL) and sodium cy... Starting materials: FC(C(=O)O)(F)F (trifluoroacetic acid), C(C)(C)(C)OC(=O)N1CCN(CC1)C(=O)C1=NN(C(=C1)C1=NC=CC(=C1)OCC)C=1C=NC(=CC1)OC (4-[5-(4-ethoxy-2-pyridyl)-1-(6-methoxy-3-pyridyl)pyrazole-3-carbonyl]piperazine-1-carboxylic acid tert-butyl ester). Conditions: time 30 minute. Yield: 78.0%. Yields the product C(C)OC1=CC(=NC=C1)C1=CC(=NN1C=1C=NC(=CC1)OC)C(=O)N1CCN(CC1)C (1-[5-(4-Ethoxy-2-pyridyl)-1-(6-methoxy-3-pyridyl)pyrazole-3-carbonyl]-4-methylpiperazine), product. Solvent: C(Cl)Cl (methylene chloride). RXN SMILES: FC(F)(F)C(O)=O.C(O[C:13]([N:15]1[CH2:20][CH2:19][N:18]([C:21]([C:23]2[CH:27]=[C:26]([C:28]3[CH:33]=[C:32]([O:34][CH2:35][CH3:36])[CH:31]=[CH:30][N:29]=3)[N:25]([C:37]3[CH:38]=[N:39][C:40]([O:43][CH3:44])=[CH:41][CH:42]=3)[N:24]=2)=[O:22])[CH2:17][CH2:16]1)=O)(C)(C)C>C(Cl)Cl>[CH2:35]([O:34][C:32]1[CH:31]=[CH:30][N:29]=[C:28]([C:26]2[N:25]([C:37]3[CH:38]=[N:39][C:40]([O:43][CH3:44])=[CH:41][CH:42]=3)[N:24]=[C:23]([C:21]([N:18]3[CH2:19][CH2:20][N:15]([CH3:13])[CH2:16][CH2:17]3)=[O:22])[CH:27]=2)[CH:33]=1)[CH3:36].